This data is from the Open Reaction Database (ORD), a public repository of structured organic reaction records. The task is: describe an organic reaction: reactants, conditions, products, and yield Reactants: [Si](C)(C)(C(C)(C)C)OC[C@H](C1=CC(=C(C=C1)Cl)F)N1C(C2=CC=CC=C2C1=O)=O ((S)-2-(2-(tert-butyldimethylsilyloxy)-1-(4-chloro-3-fluorophenyl)ethyl)isoindoline-1,3-dione), C1CCOC1.CO (THF MeOH), O.NN (hydrazine monohydrate). Solvent: C1CCOC1 (THF). Run at temperature 60 celsius. Yields the product [Si](C)(C)(C(C)(C)C)OC[C@@H](N)C1=CC(=C(C=C1)Cl)F ((S)-2-(tert-butyldimethylsilyloxy)-1-(4-chloro-3-fluorophenyl)ethanamine). Yield: 88.1%. RXN SMILES: [Si:1]([O:8][CH2:9][C@@H:10]([N:19]1C(=O)C2C(=CC=CC=2)C1=O)[C:11]1[CH:16]=[CH:15][C:14]([Cl:17])=[C:13]([F:18])[CH:12]=1)([C:4]([CH3:7])([CH3:6])[CH3:5])([CH3:3])[CH3:2].C1COCC1.CO.O.NN>C1COCC1>[Si:1]([O:8][CH2:9][C@H:10]([C:11]1[CH:16]=[CH:15][C:14]([Cl:17])=[C:13]([F:18])[CH:12]=1)[NH2:19])([C:4]([CH3:7])([CH3:6])[CH3:5])([CH3:3])[CH3:2] |f:1.2,3.4|. Procedure details: To a solution of 66 (14.35 g, 33.07 mmol) and THF/MeOH (1:1, 400 mL) was added hydrazine monohydrate (4.138 g, 82.67 mmol) and the reaction was heated to 60° C. for 3 h. The reaction was diluted with THF and filtered. The solid was discarded and the filtrate was concentrated and the residue dissolved in ether (200 mL). The organic layer was washed twice with water (100 mL). The organic layer was then dried, filtered and concentrated. The crude product was purified by SiO2 (Biotage 65) eluting wi... The reactants are CC(C)(C)C1=C(C(=CC(=C1)S)C(C)(C)C)O (2,6-bis(1,1-dimethylethyl)-4-mercaptophenol), BrC(C(=O)OCC)CCC (ethyl 2-bromopentanoate), [OH-].[K+] (potassium hydroxide), mixture. The solvent is CC(=O)C (acetone). Run at time 1 hour. Product: CC(C)(C)C=1C=C(C=C(C1O)C(C)(C)C)SC(C(=O)OCC)CCC (Ethyl 2-[[3,5-bis(1,1-dimethylethyl)-4-hydroxyphenyl]thio]pentanoate). As a reaction SMILES: [CH3:1][C:2]([C:5]1[CH:10]=[C:9]([SH:11])[CH:8]=[C:7]([C:12]([CH3:15])([CH3:14])[CH3:13])[C:6]=1[OH:16])([CH3:4])[CH3:3].Br[CH:18]([CH2:24][CH2:25][CH3:26])[C:19]([O:21][CH2:22][CH3:23])=[O:20].[OH-].[K+]>CC(C)=O>[CH3:4][C:2]([C:5]1[CH:10]=[C:9]([S:11][CH:18]([CH2:24][CH2:25][CH3:26])[C:19]([O:21][CH2:22][CH3:23])=[O:20])[CH:8]=[C:7]([C:12]([CH3:15])([CH3:14])[CH3:13])[C:6]=1[OH:16])([CH3:1])[CH3:3] |f:2.3|. Procedure details: To a solution of 2,6-bis(1,1-dimethylethyl)-4-mercaptophenol (2.38 g, 0.01 mole) and ethyl 2-bromopentanoate (2.09 g, 0.01 mole) in acetone (100 ml) was added potassium hydroxide flakes (1.68 g, 0.03 mole) The mixture was stirred at room temperature for one hour and then concentrated in vacuo to an oil. The oil was added to water (50 ml) and extracted with diethyl ether, dried over sodium sulfate, filtered, and concentrated in vacuo to an oil. Chromatography on silica gel gave the title compound...